From a dataset of the Open Reaction Database (ORD), a public repository of structured organic reaction records. describe an organic reaction: reactants, conditions, products, and yield Starting materials: C1(=CC=CC=C1)NC(NC1=CC=CC=C1)=O (diphenyl urea), C1(=CC=CC=C1)N=C=NC1=CC=CC=C1 (diphenyl carbodiimide), C(CO)O (ethylene glycol), Sn(II)-(2-ethyl hexoate), C=1(C(=CC=CC1)C)C (xylene). The product is C1(=CC=CC=C1)C1OCC(N1C1=CC=CC=C1)=N (2-phenyl imino-3-phenyl oxazolidine). RXN SMILES: C1([N:7]=[C:8]=[N:9][C:10]2[CH:15]=[CH:14][CH:13]=[CH:12][CH:11]=2)C=CC=CC=1.C(O)[CH2:17][OH:18].C1(NC(=O)NC2C=CC=CC=2)C=CC=CC=1.[C:36]1([CH3:43])[C:37](C)=[CH:38][CH:39]=[CH:40][CH:41]=1>>[C:36]1([CH:43]2[N:9]([C:10]3[CH:11]=[CH:12][CH:13]=[CH:14][CH:15]=3)[C:8](=[NH:7])[CH2:17][O:18]2)[CH:37]=[CH:38][CH:39]=[CH:40][CH:41]=1. Reported procedure: 194 g of diphenyl carbodiimide, 31 g of ethylene glycol and 0.05 g of Sn(II)-(2-ethyl hexoate) are dissolved in 200 g of xylene. The reaction solution is heated to reflux temperature, diphenyl urea being precipitated. Concentration of the xylene solution gives 102 g (86% of the theoretical) of 2-phenyl imino-3-phenyl oxazolidine. Mp: 115° to 117° C. Reactants: [H-].[Na+] (Sodium hydride), BrC(C(=O)OCC)(C)C (ethyl α-bromoisobutyrate), [H][H] (hydrogen), OC1CC=2C=CC=C(C2CC1O)O (6,7-dihydroxy-5,6,7,8-tetrahydro-1-naphthol). The solvent is C(C)O (ethyl alcohol). Product: O[C@@H]1CC=2C=CC=C(C2C[C@@H]1O)OC(C(=O)OCC)(C)C (cis-2-[(6,7-Dihydroxy-5,6,7,8-tetrahydro-1-naphthyl)oxy]-2-methylpropionic acid, ethyl ester). As a reaction SMILES: [H-].[Na+].[H][H].[OH:5][CH:6]1[CH:15]([OH:16])[CH2:14][C:13]2[C:12]([OH:17])=[CH:11][CH:10]=[CH:9][C:8]=2[CH2:7]1.Br[C:19]([CH3:26])([CH3:25])[C:20]([O:22][CH2:23][CH3:24])=[O:21]>C(O)C>[OH:5][C@H:6]1[C@@H:15]([OH:16])[CH2:14][C:13]2[C:12]([O:17][C:19]([CH3:26])([CH3:25])[C:20]([O:22][CH2:23][CH3:24])=[O:21])=[CH:11][CH:10]=[CH:9][C:8]=2[CH2:7]1 |f:0.1|. Reported procedure: Sodium hydride, 50% (0.75 mole) is added in portions with stirring to 50 ml. of cooled absolute ethyl alcohol. After the evolution of hydrogen has subsided, 0.075 mole of 6,7-dihydroxy-5,6,7,8-tetrahydro-1-naphthol is added, followed by the dropwise addition of 0.075 mole of ethyl α-bromoisobutyrate. The reaction mixture is refluxed with stirring for 16 hours. The solvent is evaporated in vacuo, the residue taken up in water and extracted with chloroform. The chloroform extract is washed with wa... Reactants: C(=O)(O)[O-].[Na+] (NaHCO3), C(C1=CC=CC=C1)OC=1C=C(C#N)C=C(C1)O (3-benzyloxy-5-hydroxybenzonitrile), Cl (HCl), B.C1CCOC1 (BH3-THF). Run in C1CCOC1 (THF). Reaction conditions: time 20 hour. Product: OC=1C=C(C#N)C=CC1OCCC (3-hydroxy-4-propyloxybenzonitrile). Reaction SMILES: C([O:8][C:9]1[CH:10]=[C:11]([CH:14]=C(O)C=1)[C:12]#[N:13])C1C=CC=CC=1.B.[CH2:19]1[CH2:23][O:22][CH2:21][CH2:20]1.Cl.[C:25]([O-])(O)=O.[Na+]>C1COCC1>[OH:8][C:9]1[CH:10]=[C:11]([CH:14]=[CH:19][C:23]=1[O:22][CH2:21][CH2:20][CH3:25])[C:12]#[N:13] |f:1.2,4.5|. Procedure details: 3-benzyloxy-5-hydroxybenzonitrile (225 mg, 1 mmol) was dissolved in 2 mL THF. 2 mL of BH3-THF (1.5 M in THF and ether) was added dropwise, then the mixture was heated at reflux temperature for 3 hours. After cooling, the mixture was carefully poured to 3M HCl (ice cooled) and allowed to stir for 20 hours at room temperature. The mixture was neutralized with solid NaHCO3, thus the product precipitated as a white solid. The product was collected by filtration, washed with water, and dried (140 mg,... Starting materials: [Al+3], C1CCOC1, O=C(O)C(F)(F)F, [H-], [H-], [H-], [H-], [Li+], CC(C)(C)OC(=O)N1CCC(n2cnc(-c3ccccc3)c2-c2cc3c(N)ncnc3s2)C1, O. The product is CN1CCC(n2cnc(-c3ccccc3)c2-c2cc3c(N)ncnc3s2)C1. Reaction SMILES: [Al+3:2].[CH2:48]1[O:49][CH2:50][CH2:51][CH2:52]1.[F:41][C:42]([F:43])([F:44])[C:45]([OH:46])=[O:47].[H-:1].[H-:4].[H-:5].[H-:6].[Li+:3].[NH2:7][c:8]1[c:9]2[c:10]([n:11][cH:12][n:13]1)[s:14][c:15](-[c:17]1[c:18](-[c:34]3[cH:35][cH:36][cH:37][cH:38][cH:39]3)[n:19][cH:20][n:21]1[CH:22]1[CH2:23][N:24]([C:27]([O:28][C:29]([CH3:30])([CH3:31])[CH3:32])=[O:33])[CH2:25][CH2:26]1)[cH:16]2.[OH2:40]>>[NH2:7][c:8]1[c:9]2[c:10]([n:11][cH:12][n:13]1)[s:14][c:15](-[c:17]1[c:18](-[c:34]3[cH:35][cH:36][cH:37][cH:38][cH:39]3)[n:19][cH:20][n:21]1[CH:22]1[CH2:23][N:24]([CH3:27])[CH2:25][CH2:26]1)[cH:16]2. The reactants are COc1c(C(=O)c2ccc(Cl)cc2Cl)oc2cc(Br)ccc12, CCO, CC1(C)OB(c2cccc(CNS(C)(=O)=O)c2)OC1(C)C, CCOC(C)=O, [Na+], [Na+], O=C([O-])[O-], Cc1ccccc1. Product: COc1c(C(=O)c2ccc(Cl)cc2Cl)oc2cc(-c3cccc(CNS(C)(=O)=O)c3)ccc12. RXN SMILES: [Br:1][c:2]1[cH:3][c:4]2[c:5]([c:6]([O:19][CH3:20])[c:7]([C:9](=[O:10])[c:11]3[c:12]([Cl:18])[cH:13][c:14]([Cl:17])[cH:15][cH:16]3)[o:8]2)[cH:21][cH:22]1.[CH2:50]([OH:51])[CH3:52].[CH3:23][C:24]1([CH3:25])[C:26]([CH3:27])([CH3:28])[O:29][B:30]([c:31]2[cH:32][c:33]([CH2:34][NH:35][S:36](=[O:37])(=[O:38])[CH3:39])[cH:40][cH:41][cH:42]2)[O:43]1.[CH3:60][CH2:61][O:62][C:63]([CH3:64])=[O:65].[Na+:44].[Na+:45].[O-:46][C:47](=[O:48])[O-:49].[c:53]1([CH3:54])[cH:55][cH:56][cH:57][cH:58][cH:59]1>>[c:2]1(-[c:31]2[cH:32][c:33]([CH2:34][NH:35][S:36](=[O:37])(=[O:38])[CH3:39])[cH:40][cH:41][cH:42]2)[cH:3][c:4]2[c:5]([c:6]([O:19][CH3:20])[c:7]([C:9](=[O:10])[c:11]3[c:12]([Cl:18])[cH:13][c:14]([Cl:17])[cH:15][cH:16]3)[o:8]2)[cH:21][cH:22]1. The reactants are CO, COC(=O)c1ccc2c(c1)CC(C)(C)C(c1ccc(F)c(NC(=O)C3CCCC3)c1)N2, [Na+], [OH-]. Product: CC1(C)Cc2cc(C(=O)O)ccc2NC1c1ccc(F)c(NC(=O)C2CCCC2)c1. As a reaction SMILES: [CH3:34][OH:35].[CH:1]1([C:6](=[O:7])[NH:8][c:9]2[cH:10][c:11]([CH:16]3[NH:17][c:18]4[cH:19][cH:20][c:21]([C:28](=[O:29])[O:30][CH3:31])[cH:22][c:23]4[CH2:24][C:25]3([CH3:26])[CH3:27])[cH:12][cH:13][c:14]2[F:15])[CH2:2][CH2:3][CH2:4][CH2:5]1.[Na+:33].[OH-:32]>>[CH:1]1([C:6](=[O:7])[NH:8][c:9]2[cH:10][c:11]([CH:16]3[NH:17][c:18]4[cH:19][cH:20][c:21]([C:28](=[O:29])[OH:30])[cH:22][c:23]4[CH2:24][C:25]3([CH3:26])[CH3:27])[cH:12][cH:13][c:14]2[F:15])[CH2:2][CH2:3][CH2:4][CH2:5]1. The reactants are CC(=O)[O-], CC(=O)[O-], CC(=O)O, CC(=O)[O-], CCCCCC, COC(=O)C(C)c1ccc(-c2ccccc2)c(F)c1, [Tl+3]. The product is CC(C(=O)O)c1ccc(-c2ccccc2)c(F)c1. RXN SMILES: [C:10]([O-:11])(=[O:12])[CH3:13].[C:1]([O-:2])(=[O:3])[CH3:4].[C:39]([OH:40])(=[O:41])[CH3:42].[C:6]([O-:7])(=[O:8])[CH3:9].[CH3:33][CH2:34][CH2:35][CH2:36][CH2:37][CH3:38].[F:14][c:15]1[c:16](-[c:27]2[cH:28][cH:29][cH:30][cH:31][cH:32]2)[cH:17][cH:18][c:19]([CH:21]([C:22](=[O:23])[O:24][CH3:25])[CH3:26])[cH:20]1.[Tl+3:5]>>[F:14][c:15]1[c:16](-[c:27]2[cH:28][cH:29][cH:30][cH:31][cH:32]2)[cH:17][cH:18][c:19]([CH:21]([C:22](=[O:23])[OH:24])[CH3:26])[cH:20]1. Reactants: Cc1cc2nc(C)c(SCc3ccccc3N(C)C)nc2cc1C, CO, ClC(Cl)Cl, O=C(OO)c1cccc(Cl)c1, [Na+], O=C([O-])O. Product: Cc1cc2nc(C)c(S(=O)Cc3ccccc3N(C)C)nc2cc1C. As a reaction SMILES: [CH3:1][N:2]([c:3]1[c:4]([CH2:5][S:6][c:7]2[n:8][c:9]3[cH:10][c:11]([CH3:19])[c:12]([CH3:18])[cH:13][c:14]3[n:15][c:16]2[CH3:17])[cH:20][cH:21][cH:22][cH:23]1)[CH3:24].[CH3:45][OH:46].[CH:41]([Cl:42])([Cl:43])[Cl:44].[Cl:25][c:26]1[cH:27][cH:28][cH:29][c:30]([C:31]([O:32][OH:34])=[O:33])[cH:35]1.[Na+:40].[O-:36][C:37]([OH:38])=[O:39]>>[CH3:1][N:2]([c:3]1[c:4]([CH2:5][S:6]([c:7]2[n:8][c:9]3[cH:10][c:11]([CH3:19])[c:12]([CH3:18])[cH:13][c:14]3[n:15][c:16]2[CH3:17])=[O:33])[cH:20][cH:21][cH:22][cH:23]1)[CH3:24]. The reactants are resultant mixture, resultant solution, [H-].[Na+] (sodium hydride), crude product, COC1=C(CCl)C(=CC=C1)OC (2,6-dimethoxybenzyl chloride), ice water, ClC1=CC(=NC(=C1)C)C(C)=NO (1-(4-chloro-6-methyl-2-pyridinyl)ethanone oxime). Run in CN(C=O)C (N,N-dimethylformamide). Run at time 15 minute. Yields the product COC1=C(C(=CC=C1)OC)CON=C(C)C1=NC(=CC(=C1)Cl)C (1-(4-Chloro-6-methyl-2-pyridinyl)ethanone O-[(2,6-Dimethoxyphenyl)methyl] Oxime). As a reaction SMILES: [Cl:1][C:2]1[CH:7]=[C:6]([CH3:8])[N:5]=[C:4]([C:9](=[N:11][OH:12])[CH3:10])[CH:3]=1.[H-].[Na+].[CH3:15][O:16][C:17]1[CH:24]=[CH:23][CH:22]=[C:21]([O:25][CH3:26])[C:18]=1[CH2:19]Cl>CN(C)C=O>[CH3:26][O:25][C:21]1[CH:22]=[CH:23][CH:24]=[C:17]([O:16][CH3:15])[C:18]=1[CH2:19][O:12][N:11]=[C:9]([C:4]1[CH:3]=[C:2]([Cl:1])[CH:7]=[C:6]([CH3:8])[N:5]=1)[CH3:10] |f:1.2|. Procedure details: On the other hand, 1.66 g (9.0 mmol) of 1-(4-chloro-6-methyl-2-pyridinyl)ethanone oxime was dissolved in 15 ml of N,N-dimethylformamide, and the resultant solution was added with 0.18 g (4.39 mmol) of sodium hydride (60%, oiliness) while cooling the solution with ice. The mixture was stirred for 15 min. at a temperature below 0° C. and was added with the whole amount of the crude product of 2,6-dimethoxybenzyl chloride prepared previously while cooling the mixture with ice. The resultant mixture...